From a dataset of the Open Reaction Database (ORD), a public repository of structured organic reaction records. describe an organic reaction: reactants, conditions, products, and yield Reactants: compound III, C(C1=CC=CC=C1)OC(=O)NCCCC[C@H](N)C(=O)N1[C@H](C(=O)N[C@@H](CCCNC(N)=N)C(=O)O)CCC1 (Nε -benzyloxycarbonyl-lysyl-prolyl-arginine), FC1=C(C(=C(C(=C1OC1=C(C(=C(C(=C1F)F)F)F)F)F)F)F)F (pentafluorophenyl ether), C(C)(C)(C)OC(=O)N[C@@H]([C@H](O)C)C(=O)O (tert.butyloxycarbonyl-threonine). Run in O (water), O1CCOCC1 (dioxane). The product is C(C)(C)(C)OC(=O)N[C@@H]([C@H](O)C)C(=O)N[C@@H](CCCCNC(=O)OCC1=CC=CC=C1)C(=O)N1[C@H](C(=O)N[C@@H](CCCNC(N)=N)C(=O)O)CCC1 (TERT.BUTYLOXYCARBONYL-THREONYL-Nε -BENZYLOXYCARBONYL-LYSYL-PROLYL-ARGININE). As a reaction SMILES: [CH2:1]([O:8][C:9]([NH:11][CH2:12][CH2:13][CH2:14][CH2:15][C@@H:16]([C:18]([N:20]1[CH2:38][CH2:37][CH2:36][C@H:21]1[C:22]([NH:24][C@H:25]([C:33]([OH:35])=[O:34])[CH2:26][CH2:27][CH2:28][NH:29][C:30](=[NH:32])[NH2:31])=[O:23])=[O:19])[NH2:17])=[O:10])[C:2]1[CH:7]=[CH:6][CH:5]=[CH:4][CH:3]=1.FC1C(OC2C(F)=C(F)C(F)=C(F)C=2F)=C(F)C(F)=C(F)C=1F.[C:62]([O:66][C:67]([NH:69][C@H:70]([C:74](O)=[O:75])[C@@H:71]([CH3:73])[OH:72])=[O:68])([CH3:65])([CH3:64])[CH3:63]>O.O1CCOCC1>[C:62]([O:66][C:67]([NH:69][C@H:70]([C:74]([NH:17][C@H:16]([C:18]([N:20]1[CH2:38][CH2:37][CH2:36][C@H:21]1[C:22]([NH:24][C@H:25]([C:33]([OH:35])=[O:34])[CH2:26][CH2:27][CH2:28][NH:29][C:30](=[NH:31])[NH2:32])=[O:23])=[O:19])[CH2:15][CH2:14][CH2:13][CH2:12][NH:11][C:9]([O:8][CH2:1][C:2]1[CH:7]=[CH:6][CH:5]=[CH:4][CH:3]=1)=[O:10])=[O:75])[C@@H:71]([CH3:73])[OH:72])=[O:68])([CH3:64])([CH3:65])[CH3:63]. Procedure details: 2.18 g (4.1 mmol) of Nε -benzyloxycarbonyl-lysyl-prolyl-arginine IV in 30 ml of water are added, under stirring, to a solution of 2.10 g (5.3 mmol) of pentafluorophenyl ether of tert.butyloxycarbonyl-threonine in 70 ml of dioxane. Then the reaction mixture is treated following the procedure described for the synthesis of compound III. The yield of the desired product--tert.butyloxycarbonyl-threonyl-Nε -benzyloxycarbonyl-lysyl-prolyl-arginine is 2.65 g (188%). The reactants are COC1=CC=C(C(=O)NC2=C(C=C(C=C2)O[Si](C)(C)C(C)(C)C)N2C(C=3C=C4C(=CC3C2=O)C=CC=C4)=O)C=C1 (N-(4-methoxybenzoyl)-2-(1,3-dihydro-1,3-dioxo-2H-benz[f]isoindol-2-yl)-4-(tert-butyldimethylsiloxy)benzeneamine), O1CCOCC1 (dioxane), Cl (hydrochloric acid). The solvent is CO (methanol). Reaction conditions: time 6 hour. The product is COC1=CC=C(C(=O)NC2=C(C=C(C=C2)O)N2C(C=3C=C4C(=CC3C2=O)C=CC=C4)=O)C=C1 (N-(4-Methoxybenzoyl)-2-(1,3-dihydro-1,3-dioxo-2H-benz[f]isoindol-2-yl)-4-hydroxybenzeneamine). Yield: 63.8%. RXN SMILES: [CH3:1][O:2][C:3]1[CH:40]=[CH:39][C:6]([C:7]([NH:9][C:10]2[CH:15]=[CH:14][C:13]([O:16][Si](C(C)(C)C)(C)C)=[CH:12][C:11]=2[N:24]2[C:32](=[O:33])[C:31]3[CH:30]=[C:29]4[CH:34]=[CH:35][CH:36]=[CH:37][C:28]4=[CH:27][C:26]=3[C:25]2=[O:38])=[O:8])=[CH:5][CH:4]=1.O1CCOCC1.Cl>CO>[CH3:1][O:2][C:3]1[CH:4]=[CH:5][C:6]([C:7]([NH:9][C:10]2[CH:15]=[CH:14][C:13]([OH:16])=[CH:12][C:11]=2[N:24]2[C:25](=[O:38])[C:26]3[CH:27]=[C:28]4[CH:37]=[CH:36][CH:35]=[CH:34][C:29]4=[CH:30][C:31]=3[C:32]2=[O:33])=[O:8])=[CH:39][CH:40]=1. Procedure details: A solution of N-(4-methoxybenzoyl)-2-(1,3-dihydro-1,3-dioxo-2H-benz[f]isoindol-2-yl)-4-(tert-butyldimethylsiloxy)benzeneamine (48.6 mg, 0.088 mmol) in 2:1 dioxane:methanol (6 mL) was treated with 12 M aqueous hydrochloric acid (0.010 mL). After 6 h, the mixture was concentrated in vacuo and the residue purified by flash chromatography (silica gel; ethyl acetate/hexanes) to yield 24.6 mg (64%) of the title compound. Yields the product CCOC(=O)N1CCC(=O)C(OCc2ccccc2)C1. As a reaction SMILES: [CH3:1][O:2][C:3]1([O:22][CH3:23])[CH:4]([O:14][CH2:15][c:16]2[cH:17][cH:18][cH:19][cH:20][cH:21]2)[CH2:5][N:6]([C:9](=[O:10])[O:11][CH2:12][CH3:13])[CH2:7][CH2:8]1.[OH2:29].[S:24](=[O:25])(=[O:26])([OH:27])[OH:28]>>[O:2]=[C:3]1[CH:4]([O:14][CH2:15][c:16]2[cH:17][cH:18][cH:19][cH:20][cH:21]2)[CH2:5][N:6]([C:9](=[O:10])[O:11][CH2:12][CH3:13])[CH2:7][CH2:8]1. The reactants are CCOC(=O)N1CCC(OC)(OC)C(OCc2ccccc2)C1, O, O=S(=O)(O)O. Reactants: C=CC1CCC(O[Si](C)(C)C(C)(C)C)CN1C(=O)OC(C)(C)C, C1CCOC1, CCOC(C)=O, B1C2CCCC1CCC2, [Na+], [OH-], O, OO. Product: CC(C)(C)OC(=O)N1CC(O[Si](C)(C)C(C)(C)C)CCC1CCO. As a reaction SMILES: [C:1]([CH3:2])([CH3:3])([CH3:4])[O:5][C:6](=[O:7])[N:8]1[CH:9]([CH:22]=[CH2:23])[CH2:10][CH2:11][CH:12]([O:14][Si:15]([CH3:16])([CH3:17])[C:18]([CH3:19])([CH3:20])[CH3:21])[CH2:13]1.[CH2:33]1[CH2:36][CH2:35][CH2:34][O:37]1.[CH3:43][CH2:44][O:45][C:46](=[O:47])[CH3:48].[CH:24]12[CH2:25][CH2:26][CH2:27][CH:28]([BH:29]1)[CH2:30][CH2:31][CH2:32]2.[Na+:40].[OH-:39].[OH2:38].[OH:41][OH:42]>>[C:1]([CH3:2])([CH3:3])([CH3:4])[O:5][C:6](=[O:7])[N:8]1[CH:9]([CH2:22][CH2:23][OH:37])[CH2:10][CH2:11][CH:12]([O:14][Si:15]([CH3:16])([CH3:17])[C:18]([CH3:19])([CH3:20])[CH3:21])[CH2:13]1. Reactants: C(C)(C)(C)OC(NC1=CC(=C(C=C1)\C=C\C=1C(=NC=CC1I)OC)[N+](=O)[O-])=O ({4-[(E)-2-(4-iodo-2-methoxy-pyridin-3-yl)-vinyl]-3-nitro-phenyl}-carbamic acid tert-butyl ester), O (water). Run in P(OCC)(OCC)OCC (triethyl phosphite). Product: hexanes ethyl acetate, C(C)(C)(C)OC(NC1=CC=C2C=C(NC2=C1)C=1C(=NC=CC1I)OC)=O ([2-(4-iodo-2-methoxy-pyridin-3-yl)-1H-indol-6-yl]-carbamic acid tert-butyl ester). Conditions: temperature 25 celsius. Reaction SMILES: [C:1]([O:5][C:6](=[O:28])[NH:7][C:8]1[CH:13]=[CH:12][C:11](/[CH:14]=[CH:15]/[C:16]2[C:17]([O:23][CH3:24])=[N:18][CH:19]=[CH:20][C:21]=2[I:22])=[C:10]([N+:25]([O-])=O)[CH:9]=1)([CH3:4])([CH3:3])[CH3:2].O>P(OCC)(OCC)OCC>[C:1]([O:5][C:6](=[O:28])[NH:7][C:8]1[CH:9]=[C:10]2[C:11]([CH:14]=[C:15]([C:16]3[C:17]([O:23][CH3:24])=[N:18][CH:19]=[CH:20][C:21]=3[I:22])[NH:25]2)=[CH:12][CH:13]=1)([CH3:4])([CH3:3])[CH3:2]. Isolated yield 33.4%. Reported procedure: A solution of {4-[(E)-2-(4-iodo-2-methoxy-pyridin-3-yl)-vinyl]-3-nitro-phenyl}-carbamic acid tert-butyl ester (800 mg, 1.61 mmol) in triethyl phosphite (16.0 ml) was refluxed for 3 h. The reaction mixture was cooled to 25° C. and poured into water and the aqueous phase was extracted three times with ethyl acetate. The combined organic layers were washed with brine and dried over magnesium sulfate. Filtration followed by concentration in vacuo gave a brown solid. Flash chromatography (70/30 hexan... Starting materials: C1(CC1)N (Cyclopropanamine), ClC=1C=C(C2=C(N1)N(N=C2C)C(C)C)C(=O)NCC=2C(NC(=CC2C)C)=O (6-chloro-N-[(4,6-dimethyl-2-oxo-1,2-dihydro-3-pyridinyl)methyl]-3-methyl-1-(1-methylethyl)-1H-pyrazolo[3,4-b]pyridine-4-carboxamide), C(=O)(C(F)(F)F)O (TFA), C([O-])([O-])=O.[Cs+].[Cs+] (cesium carbonate), CC1(C2=C(C(=CC=C2)P(C3=CC=CC=C3)C4=CC=CC=C4)OC5=C(C=CC=C51)P(C6=CC=CC=C6)C7=CC=CC=C7)C (Xantphos). Reagents/catalysts: C=1C=CC(=CC1)/C=C/C(=O)/C=C/C2=CC=CC=C2.C=1C=CC(=CC1)/C=C/C(=O)/C=C/C2=CC=CC=C2.C=1C=CC(=CC1)/C=C/C(=O)/C=C/C2=CC=CC=C2.[Pd].[Pd] (Pd2(dba)3). The solvent is O1CCOCC1 (1,4-dioxane), C(C)#N (acetonitrile), CS(=O)C (DMSO). Reaction conditions: temperature 100 celsius, time 3 hour. Product: C1(CC1)NC=1C=C(C2=C(N1)N(N=C2C)C(C)C)C(=O)NCC=2C(NC(=CC2C)C)=O (6-(cyclopropylamino)-N-((4,6-dimethyl-2-oxo-1,2-dihydropyridin-3-yl)methyl)-1-isopropyl-3-methyl-1H-pyrazolo[3,4-b]pyridine-4-carboxamide). Reaction SMILES: Cl[C:2]1[CH:3]=[C:4]([C:15]([NH:17][CH2:18][C:19]2[C:20](=[O:27])[NH:21][C:22]([CH3:26])=[CH:23][C:24]=2[CH3:25])=[O:16])[C:5]2[C:10]([CH3:11])=[N:9][N:8]([CH:12]([CH3:14])[CH3:13])[C:6]=2[N:7]=1.C(=O)([O-])[O-].[Cs+].[Cs+].CC1(C)C2C(=C(P(C3C=CC=CC=3)C3C=CC=CC=3)C=CC=2)OC2C(P(C3C=CC=CC=3)C3C=CC=CC=3)=CC=CC1=2.[CH:76]1([NH2:79])[CH2:78][CH2:77]1.C(O)(C(F)(F)F)=O>O1CCOCC1.CS(C)=O.C1C=CC(/C=C/C(/C=C/C2C=CC=CC=2)=O)=CC=1.C1C=CC(/C=C/C(/C=C/C2C=CC=CC=2)=O)=CC=1.C1C=CC(/C=C/C(/C=C/C2C=CC=CC=2)=O)=CC=1.[Pd].[Pd].C(#N)C>[CH:76]1([NH:79][C:2]2[CH:3]=[C:4]([C:15]([NH:17][CH2:18][C:19]3[C:20](=[O:27])[NH:21][C:22]([CH3:26])=[CH:23][C:24]=3[CH3:25])=[O:16])[C:5]3[C:10]([CH3:11])=[N:9][N:8]([CH:12]([CH3:14])[CH3:13])[C:6]=3[N:7]=2)[CH2:78][CH2:77]1 |f:1.2.3,9.10.11.12.13|. Procedure: 6-chloro-N-[(4,6-dimethyl-2-oxo-1,2-dihydro-3-pyridinyl)methyl]-3-methyl-1-(1-methylethyl)-1H-pyrazolo[3,4-b]pyridine-4-carboxamide (100 mg, 0.258 mmol) was dissolved in 1,4-dioxane (2.6 mL) followed by addition of cesium carbonate (336 mg, 1.031 mmol). After degassing with nitrogen for 5 min, Xantphos (44.8 mg, 0.077 mmol) was added. The mixture was degassed for 2 min, Pd2(dba)3 (35.4 mg, 0.039 mmol) was added, and then degassed for 1 min. Cyclopropanamine (0.090 mL, 1.289 mmol) was added and t...